Dataset: the Open Reaction Database (ORD), a public repository of structured organic reaction records. Task: describe an organic reaction: reactants, conditions, products, and yield The reactants are C(C)(C)(C)OC(=O)[C@H]1CC[C@@H](S1)CC=O (trans-5-tert-butoxycarbonyl-2-formylmethyltetrahydrothiophene), [BH4-].[Na+] (sodium borohydride), [Cl-].[Na+] (sodium chloride). The solvent is C(C)O (ethanol). Reaction conditions: time 1 hour. Product: C(C)(C)(C)OC(=O)[C@H]1CC[C@@H](S1)CCO (trans-5-tert-butoxycarbonyl-2-(2-hydroxyethyl)tetrahydrothiophene). Reaction SMILES: [C:1]([O:5][C:6]([C@@H:8]1[S:12][C@@H:11]([CH2:13][CH:14]=[O:15])[CH2:10][CH2:9]1)=[O:7])([CH3:4])([CH3:3])[CH3:2].[BH4-].[Na+].[Cl-].[Na+]>C(O)C>[C:1]([O:5][C:6]([C@@H:8]1[S:12][C@@H:11]([CH2:13][CH2:14][OH:15])[CH2:10][CH2:9]1)=[O:7])([CH3:4])([CH3:3])[CH3:2] |f:1.2,3.4|. Procedure: To a stirred solution of trans-5-tert-butoxycarbonyl-2-formylmethyltetrahydrothiophene (1.2 g) in ethanol, sodium borohydride (0.3 g) is added under ice-cooling and the mixture is stirred for 1 hour. Saturated sodium chloride solution is added to the mixture under ice-cooling and extracted with ethyl acetate. The organic layer is dried over anhydrous sodium sulfate and concentrated in vacuo. The oily residue is purified by a silica gel column chromatography to give the titled compound (compound ... The reactants are CC1=C(N(C(CCl)=O)CCl)C(=CC=C1)C (2',6'-dimethyl-N-(chloromethyl) 2-chloroacetanilide), COCC(O)C (2-methoxy-1-methyl ethanol). Solvent: ( 20 ), C(CCl)Cl (ethylene dichloride). Reaction conditions: time 1 hour. Product: CC1=C(N(C(CCl)=O)COC(COC)C)C(=CC=C1)C (2',6'-Dimethyl-N-(2-Methoxy-1-Methylethoxymethyl) 2-Chloroacetanilide). Yield: 99.1%. Reaction SMILES: [CH3:1][C:2]1[CH:14]=[CH:13][CH:12]=[C:11]([CH3:15])[C:3]=1[N:4]([CH2:9]Cl)[C:5](=[O:8])[CH2:6][Cl:7].[CH3:16][O:17][CH2:18][CH:19]([CH3:21])[OH:20]>C(Cl)CCl>[CH3:1][C:2]1[CH:14]=[CH:13][CH:12]=[C:11]([CH3:15])[C:3]=1[N:4]([CH2:9][O:20][CH:19]([CH3:21])[CH2:18][O:17][CH3:16])[C:5](=[O:8])[CH2:6][Cl:7]. Reported procedure: About 12.3 g (0.050 mole) of 2',6'-dimethyl-N-(chloromethyl) 2-chloroacetanilide dissolved in twenty (20) ml of ethylene dichloride was added to 22.5 g (0.25 mole) of 2-methoxy-1-methyl ethanol. The solution was allowed to stand one hour at room temperature. Excess alcohol and HCl was removed under vacuum on a rotary evaporator. The residual oil was treated with an additional 22.5 g fresh alcohol for 30 minutes at 60° C. Excess alcohol and HCl was removed as before at 65° C./1 mm Hg. The light y... Starting materials: CC[O-], CCO, CCOC=O, Cl, [Na+], CC(C)n1nccc1C(=O)Nc1cccc(C(=O)c2ccc3c(c2)NC(=O)C3)c1. Product: CC(C)n1nccc1C(=O)Nc1cccc(C(=O)c2ccc3c(c2)NC(=O)C3=CO)c1. As a reaction SMILES: [CH3:36][CH2:37][O-:38].[CH3:40][CH2:41][OH:42].[CH:30](=[O:31])[O:32][CH2:33][CH3:34].[ClH:39].[Na+:35].[O:1]=[C:2]1[NH:3][c:4]2[cH:5][c:6]([C:11](=[O:12])[c:13]3[cH:14][c:15]([NH:19][C:20](=[O:21])[c:22]4[n:23]([CH:27]([CH3:28])[CH3:29])[n:24][cH:25][cH:26]4)[cH:16][cH:17][cH:18]3)[cH:7][cH:8][c:9]2[CH2:10]1>>[O:1]=[C:2]1[NH:3][c:4]2[cH:5][c:6]([C:11](=[O:12])[c:13]3[cH:14][c:15]([NH:19][C:20](=[O:21])[c:22]4[n:23]([CH:27]([CH3:28])[CH3:29])[n:24][cH:25][cH:26]4)[cH:16][cH:17][cH:18]3)[cH:7][cH:8][c:9]2[C:10]1=[CH:30][OH:31].